This data is from the Open Reaction Database (ORD), a public repository of structured organic reaction records. The task is: describe an organic reaction: reactants, conditions, products, and yield Starting materials: ClC1=CC=C(C=C1)C1N=C(NC1C1=CC=C(C=C1)Cl)C1=C(C=C(C=C1)C(F)(F)F)OCC (4,5-bis-(4-chloro-phenyl)-2-(2-ethoxy-4-trifluoromethyl-phenyl)-4,5-dihydro-1H -imidazole), C(C)(C)N(CC)C(C)C (diisopropylethylamine), CN(C=O)C (dimethylformamide), ClCC(=O)N(C)C (2-Chloro-N,N-dimethyl-acetamide), CN(C=O)C (dimethylformamide). Solvent: C(Cl)Cl (methylene chloride), O (water). Conditions: temperature 65 celsius. Product: ClC1=CC=C(C=C1)C1N=C(N(C1C1=CC=C(C=C1)Cl)C(=O)N1CCN(CC1)CC(=O)NC)C1=C(C=C(C=C1)C(F)(F)F)OCC (2-{4-[4,5-bis-(4-chloro-phenyl)-2-(2-ethoxy-4-trifluoromethyl-phenyl)-4,5-dihydro-imidazole-1-carbonyl]-piperazin-1-yl}-N-methyl-acetamide). Reaction SMILES: ClC[C:3]([N:5]([CH3:7])[CH3:6])=[O:4].[Cl:8][C:9]1[CH:14]=[CH:13][C:12]([CH:15]2[CH:19]([C:20]3[CH:25]=[CH:24][C:23]([Cl:26])=[CH:22][CH:21]=3)[NH:18][C:17]([C:27]3[CH:32]=[CH:31][C:30]([C:33]([F:36])([F:35])[F:34])=[CH:29][C:28]=3[O:37][CH2:38][CH3:39])=[N:16]2)=[CH:11][CH:10]=1.[CH:40]([N:43]([CH:46](C)C)[CH2:44]C)(C)C.[CH3:49][N:50](C)[CH:51]=[O:52]>C(Cl)Cl.O>[Cl:8][C:9]1[CH:10]=[CH:11][C:12]([CH:15]2[CH:19]([C:20]3[CH:21]=[CH:22][C:23]([Cl:26])=[CH:24][CH:25]=3)[N:18]([C:3]([N:5]3[CH2:6][CH2:44][N:43]([CH2:46][C:51]([NH:50][CH3:49])=[O:52])[CH2:40][CH2:7]3)=[O:4])[C:17]([C:27]3[CH:32]=[CH:31][C:30]([C:33]([F:34])([F:35])[F:36])=[CH:29][C:28]=3[O:37][CH2:38][CH3:39])=[N:16]2)=[CH:13][CH:14]=1. Procedure: 2-Chloro-N,N-dimethyl-acetamide (0.0194 mmol) in dimethylformamide (0.25 mL) was pipeted into a 4 mL vial containing a solution of 4,5-bis-(4-chloro-phenyl)-2-(2-ethoxy-4-trifluoromethyl-phenyl)-4,5-dihydro-1H-imidazole (0.0169 mmol, example 1) and diisopropylethylamine (0.0194 mmol) in 0.25 mL of dimethylformamide. The vial was capped and heated to 65° C. for 2 d. The reaction was diluted with 1.5 mL of methylene chloride and 0.5 mL of water. The vial was agitated and centrifuged. The organic l...